Dataset: the Open Reaction Database (ORD), a public repository of structured organic reaction records. Task: describe an organic reaction: reactants, conditions, products, and yield Starting materials: C1(CCC1)COCCC1=CC=C(OCC2CO2)C=C1 (1-[4-(2-cyclobutylmethoxyethyl)-phenoxy]-2,3-epoxypropane), NCCN1C=NC2=C1C=CC(=C2)C=2CCC(NN2)=O (6-[1-(2-aminoethyl)benzimidazol-5-yl]-4,5-dihydro-3(2H)-pyridazinone). The product is C1(CCC1)COCCC1=CC=C(OCC(CNCCN2C=NC3=C2C=CC(=C3)C=3CCC(NN3)=O)O)C=C1 (6-[1-[2-[3-(4-(2-Cyclobutylmethoxy-ethyl)phenoxy)-2-hydroxypropylamino]ethyl]benzimidazol-5-yl]-4,5-dihydro-3(2H)-pyridazinone). Reaction SMILES: [CH:1]1([CH2:5][O:6][CH2:7][CH2:8][C:9]2[CH:19]=[CH:18][C:12]([O:13][CH2:14][CH:15]3[O:17][CH2:16]3)=[CH:11][CH:10]=2)[CH2:4][CH2:3][CH2:2]1.[NH2:20][CH2:21][CH2:22][N:23]1[C:27]2[CH:28]=[CH:29][C:30]([C:32]3[CH2:33][CH2:34][C:35](=[O:38])[NH:36][N:37]=3)=[CH:31][C:26]=2[N:25]=[CH:24]1>>[CH:1]1([CH2:5][O:6][CH2:7][CH2:8][C:9]2[CH:19]=[CH:18][C:12]([O:13][CH2:14][CH:15]([OH:17])[CH2:16][NH:20][CH2:21][CH2:22][N:23]3[C:27]4[CH:28]=[CH:29][C:30]([C:32]5[CH2:33][CH2:34][C:35](=[O:38])[NH:36][N:37]=5)=[CH:31][C:26]=4[N:25]=[CH:24]3)=[CH:11][CH:10]=2)[CH2:4][CH2:3][CH2:2]1. Procedure: Prepared analogously to Example 1 from 1-[4-(2-cyclobutylmethoxyethyl)-phenoxy]-2,3-epoxypropane and 6-[1-(2-aminoethyl)benzimidazol-5-yl]-4,5-dihydro-3(2H)-pyridazinone.